From a dataset of the Open Reaction Database (ORD), a public repository of structured organic reaction records. describe an organic reaction: reactants, conditions, products, and yield The reactants are CC(C)C[Al+]CC(C)C, ClCCl, CS(=O)(=O)c1cnc(Cl)c(CCC(=O)c2ccc(Cl)c(Cl)c2)c1, [H-], Cc1ccccc1. Yields the product CS(=O)(=O)c1cnc2c(c1)CCC(c1ccc(Cl)c(Cl)c1)O2. As a reaction SMILES: [CH2:32]([Al+:33][CH2:34][CH:35]([CH3:36])[CH3:37])[CH:38]([CH3:39])[CH3:40].[CH2:41]([Cl:42])[Cl:43].[Cl:1][c:2]1[n:3][cH:4][c:5]([S:20](=[O:21])(=[O:22])[CH3:23])[cH:6][c:7]1[CH2:8][CH2:9][C:10](=[O:11])[c:12]1[cH:13][c:14]([Cl:19])[c:15]([Cl:18])[cH:16][cH:17]1.[H-:31].[c:24]1([CH3:25])[cH:26][cH:27][cH:28][cH:29][cH:30]1>>[c:2]12[n:3][cH:4][c:5]([S:20](=[O:21])(=[O:22])[CH3:23])[cH:6][c:7]1[CH2:8][CH2:9][CH:10]([c:12]1[cH:13][c:14]([Cl:19])[c:15]([Cl:18])[cH:16][cH:17]1)[O:11]2. RXN SMILES: [Br:3][c:4]1[cH:5][c:6]2[c:7]([cH:19][cH:20]1)[C:8](=[O:18])[c:9]1[c:10]([cH:13][cH:14][c:15]([OH:17])[cH:16]1)[O:11][CH2:12]2.[CH3:22][CH2:23][O:24][C:25](=[O:26])[CH3:27].[CH3:28][N:29]([CH3:30])[P:31](=[O:32])([N:33]([CH3:34])[CH3:35])[N:36]([CH3:37])[CH3:38].[Cu:39][I:40].[I-:2].[K+:1].[OH2:21]>>[I:2][c:4]1[cH:5][c:6]2[c:7]([cH:19][cH:20]1)[C:8](=[O:18])[c:9]1[c:10]([cH:13][cH:14][c:15]([OH:17])[cH:16]1)[O:11][CH2:12]2. The product is O=C1c2ccc(I)cc2COc2ccc(O)cc21. The reactants are O=C1c2ccc(Br)cc2COc2ccc(O)cc21, CCOC(C)=O, CN(C)P(=O)(N(C)C)N(C)C, [Cu]I, [I-], [K+], O. The reactants are Cc1ccccc1C(=O)Cl, COC(=O)c1ccc(N)nc1, O, c1ccncc1. Product: COC(=O)c1ccc(NC(=O)c2ccccc2C)nc1. As a reaction SMILES: [CH3:12][c:13]1[c:14]([C:15](=[O:16])[Cl:17])[cH:18][cH:19][cH:20][cH:21]1.[CH3:1][O:2][C:3]([c:4]1[cH:5][n:6][c:7]([NH2:10])[cH:8][cH:9]1)=[O:11].[OH2:22].[cH:23]1[cH:24][cH:25][n:26][cH:27][cH:28]1>>[CH3:1][O:2][C:3]([c:4]1[cH:5][n:6][c:7]([NH:10][C:15]([c:14]2[c:13]([CH3:12])[cH:21][cH:20][cH:19][cH:18]2)=[O:16])[cH:8][cH:9]1)=[O:11]. Starting materials: C(#N)[BH3-].[Na+] (sodium cyanoborohydride), NC1CCN2C3=C(C1O)C=CC=C3NC2=O (6-amino-7-hydroxy-4,5,6,7-tetrahydro-imidazo[4,5,l-j-k][1]-benzazepin-2(1H)-one), CO (methanol), CC(=O)C (acetone). Run at time 3 hour. Yields the product C(C)(C)N[C@@H]1CCN2C3=C([C@H]1O)C=CC=C3NC2=O ((6RS,trans) 6-isopropylamino-7-hydroxy-4,5,6,7-tetrahydro-imidazo[4,5,l-j-k][1]-benzazepin-2(1H)-one). Reaction SMILES: C([BH3-])#N.[Na+].[NH2:5][CH:6]1[CH:12]([OH:13])[C:11]2[CH:14]=[CH:15][CH:16]=[C:17]3[NH:18][C:19](=[O:20])[N:9]([C:10]=23)[CH2:8][CH2:7]1.CO.[CH3:23][C:24]([CH3:26])=O>>[CH:24]([NH:5][C@H:6]1[C@H:12]([OH:13])[C:11]2[CH:14]=[CH:15][CH:16]=[C:17]3[NH:18][C:19](=[O:20])[N:9]([C:10]=23)[CH2:8][CH2:7]1)([CH3:26])[CH3:23] |f:0.1|. Reported procedure: 3 g of sodium cyanoborohydride were added over 15 minutes at 0° to 5° C. to a mixture of 6 g of (6RS, trans) 6-amino-7-hydroxy-4,5,6,7-tetrahydro-imidazo[4,5,l-j-k][1]-benzazepin-2(1H)-one, 60 ml of methanol and 30 ml of acetone and the mixture was stirred at room temperature for 3 hours and was evaporated to dryness under reduced pressure. The residue was added to 60 ml of water and the mixture was extracted with chloroform. The organic phase was dried and evaporated to dryness to obtain 3.6 g ... Reactants: Cl.Cl.O[C@H]1C2(CC2)CCN(C1)CCCN1C[C@H](NCCC1=O)C ((R)-4-[3-((S)-4-hydroxy-6-aza-spiro[2.5]oct-6-yl)-propyl]-2-methyl-[1,4]diazepan-5-one dihydrochloride), ClC=1C=C(C=CC1)N=C=O (3-chlorophenyl isocyanate). Product: ClC=1C=C(C=CC1)NC(=O)N1[C@@H](CN(C(CC1)=O)CCCN1C[C@H](C2(CC2)CC1)O)C ((R)-4-[3-((S)-4-Hydroxy-6-aza-spiro[2.5]oct-6-yl)-propyl]-2-methyl-5-oxo-[1,4]diazepane-1-carboxylic acid (3-chloro-phenyl)-amide). Isolated yield 73.0%. As a reaction SMILES: Cl.Cl.[OH:3][C@@H:4]1[CH2:11][N:10]([CH2:12][CH2:13][CH2:14][N:15]2[C:21](=[O:22])[CH2:20][CH2:19][NH:18][C@H:17]([CH3:23])[CH2:16]2)[CH2:9][CH2:8][C:5]21[CH2:7][CH2:6]2.[Cl:24][C:25]1[CH:26]=[C:27]([N:31]=[C:32]=[O:33])[CH:28]=[CH:29][CH:30]=1>>[Cl:24][C:25]1[CH:26]=[C:27]([NH:31][C:32]([N:18]2[CH2:19][CH2:20][C:21](=[O:22])[N:15]([CH2:14][CH2:13][CH2:12][N:10]3[CH2:9][CH2:8][C:5]4([CH2:6][CH2:7]4)[C@H:4]([OH:3])[CH2:11]3)[CH2:16][C@H:17]2[CH3:23])=[O:33])[CH:28]=[CH:29][CH:30]=1 |f:0.1.2|. Reported procedure: In analogy to the procedure described in example 58F, (R)-4-[3-((S)-4-hydroxy-6-aza-spiro[2.5]oct-6-yl)-propyl]-2-methyl-[1,4]diazepan-5-one dihydrochloride (example 58E) and 3-chlorophenyl isocyanate (without addition of 0.1 eq. of 3-chlorophenyl isocyanate) gave 0.081 g (73%) of the title compound as white foam. MS: 449.3 (MH+, 1Cl). Reactants: C1(CC1)CCN(C=1C(=NN2C1SC=C2C2=C(C=C(C=C2OC)COCC)OC)OC)C2CCOCC2 (N-(2-cyclopropylethyl)-3-[4-(ethoxymethyl)-2,6-dimethoxyphenyl]-6-methoxy-N-(tetrahydro-2H-pyran-4-yl)pyrazolo[5,1-b][1,3]thiazole-7-amine), C(C)O (ethanol), S(O)(O)(=O)=O (sulfuric acid). Run in C(C)(=O)OCC (ethyl acetate). Conditions: time 2 hour. Yields the product S(=O)(=O)(O)O.C1(CC1)CCN(C=1C(=NN2C1SC=C2C2=C(C=C(C=C2OC)COCC)OC)OC)C2CCOCC2 (N-(2-Cyclopropylethyl)-3-[4-(ethoxymethyl)-2,6-dimethoxyphenyl]-6-methoxy-N-(tetrahydro-2H-pyran-4-yl)pyrazolo[5,1-b][1,3]thiazole-7-amine sulfate). Reaction SMILES: [CH:1]1([CH2:4][CH2:5][N:6]([CH:31]2[CH2:36][CH2:35][O:34][CH2:33][CH2:32]2)[C:7]2[C:8]([O:29][CH3:30])=[N:9][N:10]3[C:14]([C:15]4[C:20]([O:21][CH3:22])=[CH:19][C:18]([CH2:23][O:24][CH2:25][CH3:26])=[CH:17][C:16]=4[O:27][CH3:28])=[CH:13][S:12][C:11]=23)[CH2:3][CH2:2]1.C(O)C.[S:40](=[O:44])(=[O:43])([OH:42])[OH:41]>C(OCC)(=O)C>[S:40]([OH:44])([OH:43])(=[O:42])=[O:41].[CH:1]1([CH2:4][CH2:5][N:6]([CH:31]2[CH2:32][CH2:33][O:34][CH2:35][CH2:36]2)[C:7]2[C:8]([O:29][CH3:30])=[N:9][N:10]3[C:14]([C:15]4[C:20]([O:21][CH3:22])=[CH:19][C:18]([CH2:23][O:24][CH2:25][CH3:26])=[CH:17][C:16]=4[O:27][CH3:28])=[CH:13][S:12][C:11]=23)[CH2:3][CH2:2]1 |f:4.5|. Reported procedure: To a mixture of N-(2-cyclopropylethyl)-3-[4-(ethoxymethyl)-2,6-dimethoxyphenyl]-6-methoxy-N-(tetrahydro-2H-pyran-4-yl)pyrazolo[5,1-b][1,3]thiazole-7-amine (59.6 mg), ethanol (2 mL) and ethyl acetate (1 mL) was added concentrated sulfuric acid (6.18 μL). The mixture was stirred at room temperature for 2 hours and the solvent was removed by blowing nitrogen stream and dried to obtain the title compound (66.3 mg).